This data is from the Open Reaction Database (ORD), a public repository of structured organic reaction records. The task is: describe an organic reaction: reactants, conditions, products, and yield Starting materials: CCOC(=O)C(C(=O)OCC)C(=O)c1cc(F)c(F)c(Br)c1F, O, Cc1ccc(S(=O)(=O)O)cc1. Product: CCOC(=O)CC(=O)c1cc(F)c(F)c(Br)c1F. As a reaction SMILES: [Br:1][c:2]1[c:3]([F:23])[c:4]([C:5](=[O:6])[CH:7]([C:8](=[O:9])[O:10][CH2:11][CH3:12])[C:13]([O:14][CH2:15][CH3:16])=[O:17])[cH:18][c:19]([F:22])[c:20]1[F:21].[OH2:35].[c:24]1([CH3:25])[cH:26][cH:27][c:28]([S:29]([OH:30])(=[O:31])=[O:32])[cH:33][cH:34]1>>[Br:1][c:2]1[c:3]([F:23])[c:4]([C:5](=[O:6])[CH2:7][C:8](=[O:9])[O:10][CH2:11][CH3:12])[cH:18][c:19]([F:22])[c:20]1[F:21]. Starting materials: FC1=C(C=CC(=C1)F)C1=NC(=NC=N1)NC1=CC(=CC=C1)CS(=O)(=O)C (4-(2,4-difluorophenyl)-N-{3-[(methylsulfonyl)methyl]phenyl}-1,3,5-triazin-2-amine), intermediate 42.1, C(CC)O (propan-1-ol). Yields the product FC1=CC(=C(C=C1)C1=NC(=NC=N1)NC1=CC(=CC=C1)CS(=O)(=O)C)OCCC (4-(4-Fluoro-2-propoxyphenyl)-N-{3-[(methylsulfonyl)methyl]phenyl}-1,3,5-triazin-2-amine). As a reaction SMILES: F[C:2]1[CH:7]=[C:6]([F:8])[CH:5]=[CH:4][C:3]=1[C:9]1[N:14]=[CH:13][N:12]=[C:11]([NH:15][C:16]2[CH:21]=[CH:20][CH:19]=[C:18]([CH2:22][S:23]([CH3:26])(=[O:25])=[O:24])[CH:17]=2)[N:10]=1.[CH2:27]([OH:30])[CH2:28][CH3:29]>>[F:8][C:6]1[CH:5]=[CH:4][C:3]([C:9]2[N:14]=[CH:13][N:12]=[C:11]([NH:15][C:16]3[CH:21]=[CH:20][CH:19]=[C:18]([CH2:22][S:23]([CH3:26])(=[O:25])=[O:24])[CH:17]=3)[N:10]=2)=[C:2]([O:30][CH2:27][CH2:28][CH3:29])[CH:7]=1. Procedure: Starting with 4-(2,4-difluorophenyl)-N-{3-[(methylsulfonyl)methyl]phenyl}-1,3,5-triazin-2-amine (75 mg; 0.19 mmol), intermediate 42.1, and propan-1-ol (60 μl; 0.789 mmol), example 43 was prepared analogously to the procedure for the preparation of example 42. Starting materials: C(=O)OCCN1C(C(=NC2=CC=CC=C12)C(=O)NC1=NN=NN1)=O (4(2-Formyloxyethyl)-3,4-dihydro-3-oxo-N(1H-tetrazol-5-yl)-2-quinoxalinecarboxamide), [OH-].[Na+] (sodium hydroxide), Cl (Hydrochloric acid). Solvent: O (water). Run at time 30 minute. Yields the product OCCN1C(C(=NC2=CC=CC=C12)C(=O)NC1=NN=NN1)=O (3,4-Dihydro-4(2-hydroxyethyl)-3-oxo-N(1H-tetrazol-5-yl)-2-quinoxalinecarboxamide). Reaction SMILES: C([O:3][CH2:4][CH2:5][N:6]1[C:15]2[C:10](=[CH:11][CH:12]=[CH:13][CH:14]=2)[N:9]=[C:8]([C:16]([NH:18][C:19]2[NH:23][N:22]=[N:21][N:20]=2)=[O:17])[C:7]1=[O:24])=O.[OH-].[Na+].Cl>O>[OH:3][CH2:4][CH2:5][N:6]1[C:15]2[C:10](=[CH:11][CH:12]=[CH:13][CH:14]=2)[N:9]=[C:8]([C:16]([NH:18][C:19]2[NH:23][N:22]=[N:21][N:20]=2)=[O:17])[C:7]1=[O:24] |f:1.2|. Procedure details: 4(2-Formyloxyethyl)-3,4-dihydro-3-oxo-N(1H-tetrazol-5-yl)-2-quinoxalinecarboxamide (Example 20d) (1.85 g) in water (100 ml) was treated with sodium hydroxide (5.9 ml., 2N) and the solution was stirred for 30 minutes at room temperature. Hydrochloric acid (6 ml., 2N) was added and the solid was collected and crystallised from aqueous dimethylformamide and dried. It had m.p. 269° (d). Starting materials: N1=CC(=CC=C1)COCC1=CC(=C(C(=O)O)C=C1)C1=CC=CC=C1 (4-(3-pyridylmethyloxymethyl)-2-phenylbenzoic acid), Cl.COC([C@@H](N)CCSC)=O (methionine methyl ester hydrochloride). Yields the product COC([C@@H](NC(C1=C(C=C(C=C1)COCC=1C=NC=CC1)C1=CC=CC=C1)=O)CCSC)=O ([4-(3-Pyridylmethyloxymethyl)-2-phenylbenzoyl]methionine Methyl Ester). Reaction SMILES: [N:1]1[CH:6]=[CH:5][CH:4]=[C:3]([CH2:7][O:8][CH2:9][C:10]2[CH:18]=[CH:17][C:13]([C:14](O)=[O:15])=[C:12]([C:19]3[CH:24]=[CH:23][CH:22]=[CH:21][CH:20]=3)[CH:11]=2)[CH:2]=1.Cl.[CH3:26][O:27][C:28](=[O:35])[C@H:29]([CH2:31][CH2:32][S:33][CH3:34])[NH2:30]>>[CH3:26][O:27][C:28](=[O:35])[C@H:29]([CH2:31][CH2:32][S:33][CH3:34])[NH:30][C:14](=[O:15])[C:13]1[CH:17]=[CH:18][C:10]([CH2:9][O:8][CH2:7][C:3]2[CH:2]=[N:1][CH:6]=[CH:5][CH:4]=2)=[CH:11][C:12]=1[C:19]1[CH:24]=[CH:23][CH:22]=[CH:21][CH:20]=1 |f:1.2|. Reported procedure: The desired compound was prepared by coupling of 4-(3-pyridylmethyloxymethyl)-2-phenylbenzoic acid with methionine methyl ester hydrochloride as described in Example 163D.